This data is from the Open Reaction Database (ORD), a public repository of structured organic reaction records. The task is: describe an organic reaction: reactants, conditions, products, and yield Starting materials: C(=O)([O-])[O-].[K+].[K+] (K2CO3), FC1=C(CBr)C=CC(=C1)F (2,4-difluorobenzyl bromide), OC1=CC(N(C(=C1)C)C=1C=C(C(=O)OC)C=CC1C)=O (methyl 3-(4-hydroxy-6-methyl-2-oxopyridin-1(2H)-yl)-4-methylbenzoate), FC1=C(CBr)C=CC(=C1)F (2,4-difluorobenzyl bromide), C(=O)([O-])[O-].[K+].[K+] (K2CO3), C(=O)(O)[O-].[Na+] (NaHCO3). Solvent: CN(C=O)C (N,N-dimethylformamide). Run at temperature 0 celsius, time 12 hour. Yields the product FC1=C(COC2=CC(N(C(=C2)C)C=2C=C(C(=O)OC)C=CC2C)=O)C=CC(=C1)F (methyl 3-[4-[(2,4-difluorobenzyl)oxy]-6-methyl-2-oxopyridin-1(2H)-yl]-4 methylbenzoate). Isolated yield 99.9%. RXN SMILES: [OH:1][C:2]1[CH:7]=[C:6]([CH3:8])[N:5]([C:9]2[CH:10]=[C:11]([CH:16]=[CH:17][C:18]=2[CH3:19])[C:12]([O:14][CH3:15])=[O:13])[C:4](=[O:20])[CH:3]=1.[F:21][C:22]1[CH:29]=[C:28]([F:30])[CH:27]=[CH:26][C:23]=1[CH2:24]Br.C([O-])([O-])=O.[K+].[K+].C([O-])(O)=O.[Na+]>CN(C)C=O>[F:21][C:22]1[CH:29]=[C:28]([F:30])[CH:27]=[CH:26][C:23]=1[CH2:24][O:1][C:2]1[CH:7]=[C:6]([CH3:8])[N:5]([C:9]2[CH:10]=[C:11]([CH:16]=[CH:17][C:18]=2[CH3:19])[C:12]([O:14][CH3:15])=[O:13])[C:4](=[O:20])[CH:3]=1 |f:2.3.4,5.6|. Procedure: Methyl 3-(4-hydroxy-6-methyl-2-oxopyridin-1(2H)-yl)-4-methylbenzoate (from Step 1) (16.5 g, 60.4 mmol) 2,4-difluorobenzyl bromide (7.8 ml, 60.4 mmol) were taken up in 250 ml of N,N-dimethylformamide and the mixture was cooled to 0° C. K2CO3 (8.3 g, 60.4 mmol) was added and reaction stirred for 12 hours during which time the reaction was allowed to warm to room temperature. LC/MS indicated the presence of starting material after 12 hours. An excess of K2CO3 was added at room temperature along wit... The reactants are [B-](F)(F)(F)F.[B-](F)(F)(F)F.C1C[N+]2(CC[N+]1(CC2)CCl)F (Selectfluor), ClC=1C=C(C=C2CCC(C12)=O)F (7-chloro-5-fluoro-1-indanone). Solvent: CO (MeOH). Conditions: time 1 hour. The product is ClC=1C=C(C=C2CC(C(C12)=O)F)F (7-Chloro-2,5-difluoro-2,3-dihydro-1H-inden-1-one). As a reaction SMILES: [B-](F)(F)(F)F.[B-](F)(F)(F)F.C1[N+]2(CCl)CC[N+]([F:21])(CC2)C1.[Cl:22][C:23]1[CH:24]=[C:25]([F:33])[CH:26]=[C:27]2[C:31]=1[C:30](=[O:32])[CH2:29][CH2:28]2>CO>[Cl:22][C:23]1[CH:24]=[C:25]([F:33])[CH:26]=[C:27]2[C:31]=1[C:30](=[O:32])[CH:29]([F:21])[CH2:28]2 |f:0.1.2|. Procedure: Selectfluor™ (2.49 g, 7.02 mmol) was added to a solution of 7-chloro-5-fluoro-1-indanone (CAS No. 1260008-48-7, 1.08 g, 5.85 mmol) in MeOH (30 mL) at room temperature. The mixture was refluxed for 2 hours. After cooling to room temperature, the resulting mixture was evaporated to remove the solvent under reduced pressure. To the residue was added DCM and the insoluble matter was filtered off. The filtrate was concentrated in vacuo. The residue was dissolved in MeCN (20 mL) and 5 N HCl (10 mL) an...